This data is from the Open Reaction Database (ORD), a public repository of structured organic reaction records. The task is: describe an organic reaction: reactants, conditions, products, and yield The product is SIAB, ICC(=O)NC1=CC=C(C(=O)O)C=C1 (4-iodoacetylaminobenzoic acid). The solvent is O1CCOCC1 (dioxane). Reaction SMILES: Cl[C@@H]1[C@H](O)[C@@H](CO)O[C@H]1N1C2N=C(N)NC(=O)C=2N=C1.P(N)([O-])[O-].[I:25][CH2:26][C:27]([NH2:29])=[O:28].ICC(OC(=O)CI)=O.IC#N.N[C:43]1[CH:51]=[CH:50][C:46]([C:47]([OH:49])=[O:48])=[CH:45][CH:44]=1>O1CCOCC1>[I:25][CH2:26][C:27]([NH:29][C:43]1[CH:51]=[CH:50][C:46]([C:47]([OH:49])=[O:48])=[CH:45][CH:44]=1)=[O:28]. The reactants are NC1=CC=C(C(=O)O)C=C1 (p-aminobenzoic acid), primary amine, oligonucleotide, SIAB, oligonucleotide, P([O-])([O-])N (phosphoramidite), N-Succinimidyl(4-lodoacetyl)Aminobenzoate, IC#N (ICN), N-succinimidyl(4-iodoacetyl)amino-benzoate, ICC(=O)OC(CI)=O (Iodoacetic anhydride), ICC(=O)N (iodoacetamide), 3'Amine, oligonucleotide, Cl[C@H]1[C@@H](O[C@@H]([C@H]1O)CO)N1C=NC=2C(=O)NC(N)=NC12 (2′-chloro-deoxyguanosine), oligonucleotide. Procedure details: An oligonucleotide, 20 bases in length, comprised of 2′-chloro-deoxyguanosine bases, acts as the sequence-specific component of the first reagent. This oligonucleotide is prepared on an automated oligonucleotide synthesizer using phosphoramidite chemistry. A primary amino group is introduced at the 3′-terminus of the oligonucleotide during its synthesis using the reagent 3'Amine O CPG (Clontech Laboratories, Inc., Palo Alto, Calif.). The primary amine at the 3′-terminus of the oligonucleotide is...